Dataset: the Open Reaction Database (ORD), a public repository of structured organic reaction records. Task: describe an organic reaction: reactants, conditions, products, and yield Starting materials: NC1=NC(NC2=NC=CN=C12)=O (4-amino-pteridine-2-one), C[Si](N[Si](C)(C)C)(C)C (hexamethyldisilazane). The product is C[Si](C)(C)NN1C(N=CC2=NC=CN=C12)O[Si](C)(C)C (1-trimethylsilylamino-2-trimethylsilyloxy-pteridine). Reaction SMILES: N[C:2]1[C:11]2[C:6](=[N:7][CH:8]=[CH:9][N:10]=2)[NH:5][C:4](=[O:12])[N:3]=1.[CH3:13][Si:14]([CH3:21])([CH3:20])[NH:15][Si](C)(C)C>>[CH3:13][Si:14]([NH:15][N:5]1[C:6]2[C:11](=[N:10][CH:9]=[CH:8][N:7]=2)[CH:2]=[N:3][CH:4]1[O:12][Si:14]([CH3:21])([CH3:20])[CH3:13])([CH3:21])[CH3:20]. Procedure: To 20 mL of hexamethyldisilazane (HMDS) is added 2.98 g (0.02 mole) of 4-amino-pteridine-2-one (30). The mixture is heated for 24 hours under reflux, with moisture excluded, to obtain a clear solution. The excess HMDS is removed under high vacuum to give 1-trimethylsilylamino-2-trimethylsilyloxy-pteridine as a viscous oil. The residue is dissolved in 200 mL of benzene and then 9.37 g (0.022 mole) of 2-deoxy-3,5- di-O-toluoyl-α-D-ribofuranosyl chloride, 4 g HgO, and 4 g HgBr2 are added and the mi... Product: COC1=C(C=C(C(=C1)CCOCOC)OC)CC(C)N (2-[2,5-Dimethoxy-4-(2-methoxymethoxy-ethyl)-phenyl]-1-methyl-ethylamine). RXN SMILES: [CH3:1][O:2][C:3]1[CH:8]=[C:7]([CH:9]=[C:10]([N+:12]([O-])=O)[CH3:11])[C:6]([O:15][CH3:16])=[CH:5][C:4]=1[CH2:17][CH2:18][O:19][CH2:20][O:21][CH3:22].[H-].[H-].[H-].[H-].[Li+].[Al+3].[Li].[H-].[OH-].[Na+]>C1COCC1.C(OCC)C.O>[CH3:16][O:15][C:6]1[CH:5]=[C:4]([CH2:17][CH2:18][O:19][CH2:20][O:21][CH3:22])[C:3]([O:2][CH3:1])=[CH:8][C:7]=1[CH2:9][CH:10]([NH2:12])[CH3:11] |f:1.2.3.4.5.6,9.10,^1:28|. Run in O (water), O (water), C(C)OCC (ethyl ether), C1CCOC1 (THF), C1CCOC1 (THF). Starting materials: [Li] (lithium), [H-] (hydride), [OH-].[Na+] (NaOH), COC1=C(C=C(C(=C1)C=C(C)[N+](=O)[O-])OC)CCOCOC (1,4-Dimethoxy-2-(2-methoxymethoxy-ethyl)-5-(2-nitropropenyl)-benzene), [H-].[H-].[H-].[H-].[Li+].[Al+3] (LAH). Reported procedure: To a cold solution (ice bath) of 1,4-Dimethoxy-2-(2-methoxymethoxy-ethyl)-5-(2-nitropropenyl)-benzene (0.83 g, 2.67 mmol) in 10 mL of dry THF was added dropwise a solution of 1 M LAH in THF (10.67 mL, 10.67 mmol). The reaction mixture was allowed to warm to room temperature and stir overnight. The excess lithium aluninLm hydride was decomposed by careful addition of 0.4 mL of water, 0.4 mL of 15% NaOH, and 1.2 mL of water. The reaction mixture was diluted with 50 mL of ethyl ether. The heterogen... Conditions: time 8 hour.